Dataset: the Open Reaction Database (ORD), a public repository of structured organic reaction records. Task: describe an organic reaction: reactants, conditions, products, and yield The reactants are C1COCCN1, ClCCl, COc1c(C)c(Cc2ccc(C(=O)O)c(-c3cccnc3)c2)c(OC)c(OC)c1OC, CN(C)c1ccncc1. Yields the product COc1c(C)c(Cc2ccc(C(=O)N3CCOCC3)c(-c3cccnc3)c2)c(OC)c(OC)c1OC. As a reaction SMILES: [CH2:32]1[CH2:33][O:34][CH2:35][CH2:36][NH:37]1.[CH2:47]([Cl:48])[Cl:49].[CH3:1][O:2][c:3]1[c:4]([CH3:31])[c:5]([CH2:6][c:7]2[cH:8][c:9](-[c:16]3[cH:17][n:18][cH:19][cH:20][cH:21]3)[c:10]([C:11](=[O:12])[OH:13])[cH:14][cH:15]2)[c:22]([O:29][CH3:30])[c:23]([O:27][CH3:28])[c:24]1[O:25][CH3:26].[CH3:38][N:39]([CH3:40])[c:41]1[cH:42][cH:43][n:44][cH:45][cH:46]1>>[CH3:1][O:2][c:3]1[c:4]([CH3:31])[c:5]([CH2:6][c:7]2[cH:8][c:9](-[c:16]3[cH:17][n:18][cH:19][cH:20][cH:21]3)[c:10]([C:11](=[O:12])[N:37]3[CH2:32][CH2:33][O:34][CH2:35][CH2:36]3)[cH:14][cH:15]2)[c:22]([O:29][CH3:30])[c:23]([O:27][CH3:28])[c:24]1[O:25][CH3:26]. Starting materials: [OH-].[K+] (KOH), ClC1=C(C=C(C=O)C=C1)[N+](=O)[O-] (4-chloro-3-nitrobenzaldehyde), C(C)(C)(C)OC(NC1=CC=C(C=C1)O)=O ((4-Hydroxy-phenyl)-carbamic acid tert-butyl ester). Run in CS(=O)C (DMSO). Product: C(C)(C)(C)OC(NC1=CC=C(C=C1)OC1=C(C=C(C=C1)C=O)[N+](=O)[O-])=O ([4-(4-Formyl-2-nitro-phenoxy)-phenyl]-carbamic acid tert-butyl ester). Reaction SMILES: Cl[C:2]1[CH:9]=[CH:8][C:5]([CH:6]=[O:7])=[CH:4][C:3]=1[N+:10]([O-:12])=[O:11].[C:13]([O:17][C:18](=[O:27])[NH:19][C:20]1[CH:25]=[CH:24][C:23]([OH:26])=[CH:22][CH:21]=1)([CH3:16])([CH3:15])[CH3:14].[OH-].[K+]>CS(C)=O>[C:13]([O:17][C:18](=[O:27])[NH:19][C:20]1[CH:21]=[CH:22][C:23]([O:26][C:2]2[CH:9]=[CH:8][C:5]([CH:6]=[O:7])=[CH:4][C:3]=2[N+:10]([O-:12])=[O:11])=[CH:24][CH:25]=1)([CH3:16])([CH3:14])[CH3:15] |f:2.3|. Reported procedure: A mixture of 4-chloro-3-nitrobenzaldehyde and (4-Hydroxy-phenyl)-carbamic acid tert-butyl ester were reacted together in DMSO with addition of KOH to provide the title product.